describe an organic reaction: reactants, conditions, products, and yield From a dataset of the Open Reaction Database (ORD), a public repository of structured organic reaction records. Starting materials: C[P+](C)(C)CC#N, CCC#N, O=C(NC1CC1)c1ccc(N2CCNCC2)cc1, CCN(C(C)C)C(C)C, [I-], O=C1Nc2cc(CO)cnc2N2CCCC12. Yields the product O=C(NC1CC1)c1ccc(N2CCN(Cc3cnc4c(c3)NC(=O)C3CCCN43)CC2)cc1. Reaction SMILES: [C:36]([CH2:37][P+:38]([CH3:39])([CH3:40])[CH3:41])#[N:42].[C:52](#[N:53])[CH2:54][CH3:55].[CH:17]1([NH:20][C:21]([c:22]2[cH:23][cH:24][c:25]([N:28]3[CH2:29][CH2:30][NH:31][CH2:32][CH2:33]3)[cH:26][cH:27]2)=[O:34])[CH2:18][CH2:19]1.[CH:43]([N:44]([CH2:45][CH3:46])[CH:47]([CH3:48])[CH3:49])([CH3:50])[CH3:51].[I-:35].[OH:1][CH2:2][c:3]1[cH:4][c:5]2[c:10]([n:11][cH:12]1)[N:9]1[CH:8]([C:7](=[O:16])[NH:6]2)[CH2:15][CH2:14][CH2:13]1>>[CH2:2]([c:3]1[cH:4][c:5]2[c:10]([n:11][cH:12]1)[N:9]1[CH:8]([C:7](=[O:16])[NH:6]2)[CH2:15][CH2:14][CH2:13]1)[N:31]1[CH2:30][CH2:29][N:28]([c:25]2[cH:24][cH:23][c:22]([C:21]([NH:20][CH:17]3[CH2:18][CH2:19]3)=[O:34])[cH:27][cH:26]2)[CH2:33][CH2:32]1. Starting materials: O1CCCC1 (tetrahydrofuran), [OH-].[K+] (potassium hydroxide), BrC1=CC2=CN(N=C2C(=C1)COCC1(CCN(CC1)C(=O)OC(C)(C)C)C1=CC=CC=C1)COCC[Si](C)(C)C (tert-butyl 4-(((5-bromo-2-((2-(trimethylsilyl)ethoxy)methyl)-2H-indazol-7-yl)methoxy)methyl)-4-phenylpiperidine-1-carboxylate), C(#N)C1=CC=C(C=C1)B(O)O (4-cyanophenylboronic acid). The reagents and catalysts are [Pd].C1(=CC=CC=C1)P(C1=CC=CC=C1)C1=CC=CC=C1.C1(=CC=CC=C1)P(C1=CC=CC=C1)C1=CC=CC=C1.C1(=CC=CC=C1)P(C1=CC=CC=C1)C1=CC=CC=C1.C1(=CC=CC=C1)P(C1=CC=CC=C1)C1=CC=CC=C1 (tetrakis(triphenylphosphine)-palladium(0)). Run in C(C)OCC (diethyl ether). Run at temperature 110 celsius. Yields the product C(#N)C1=CC=C(C=C1)C1=CC2=CN(N=C2C(=C1)COCC1(CCN(CC1)C(=O)OC(C)(C)C)C1=CC=CC=C1)COCC[Si](C)(C)C (tert-Butyl 4-(((5-(4-cyanophenyl)-2-((2-(trimethylsilyl)ethoxy)methyl)-2H-indazol-7-yl)methoxy)methyl)-4-phenylpiperidine-1-carboxylate). As a reaction SMILES: Br[C:2]1[CH:10]=[C:9]([CH2:11][O:12][CH2:13][C:14]2([C:27]3[CH:32]=[CH:31][CH:30]=[CH:29][CH:28]=3)[CH2:19][CH2:18][N:17]([C:20]([O:22][C:23]([CH3:26])([CH3:25])[CH3:24])=[O:21])[CH2:16][CH2:15]2)[C:8]2[C:4](=[CH:5][N:6]([CH2:33][O:34][CH2:35][CH2:36][Si:37]([CH3:40])([CH3:39])[CH3:38])[N:7]=2)[CH:3]=1.[C:41]([C:43]1[CH:48]=[CH:47][C:46](B(O)O)=[CH:45][CH:44]=1)#[N:42].O1CCCC1.[OH-].[K+]>[Pd].C1(P(C2C=CC=CC=2)C2C=CC=CC=2)C=CC=CC=1.C1(P(C2C=CC=CC=2)C2C=CC=CC=2)C=CC=CC=1.C1(P(C2C=CC=CC=2)C2C=CC=CC=2)C=CC=CC=1.C1(P(C2C=CC=CC=2)C2C=CC=CC=2)C=CC=CC=1.C(OCC)C>[C:41]([C:43]1[CH:48]=[CH:47][C:46]([C:2]2[CH:10]=[C:9]([CH2:11][O:12][CH2:13][C:14]3([C:27]4[CH:28]=[CH:29][CH:30]=[CH:31][CH:32]=4)[CH2:15][CH2:16][N:17]([C:20]([O:22][C:23]([CH3:26])([CH3:24])[CH3:25])=[O:21])[CH2:18][CH2:19]3)[C:8]3[C:4](=[CH:5][N:6]([CH2:33][O:34][CH2:35][CH2:36][Si:37]([CH3:39])([CH3:40])[CH3:38])[N:7]=3)[CH:3]=2)=[CH:45][CH:44]=1)#[N:42] |f:3.4,5.6.7.8.9|. Procedure details: A microwave tube was charged with tert-butyl 4-(((5-bromo-2-((2-(trimethylsilyl)ethoxy)methyl)-2H-indazol-7-yl)methoxy)methyl)-4-phenylpiperidine-1-carboxylate (400 mg, 0.63 mmol), 4-cyanophenylboronic acid (280 mg, 1.90 mmol), and tetrakis(triphenylphosphine)-palladium(0) (36.6 mg, 0.032 mmol). The tube was flushed with nitrogen and treated with tetrahydrofuran (12 mL) and potassium hydroxide (1 M in water) (1.90 mL, 1.90 mmol). The tube was sealed and heated at 110° C. for 1 h via microwave. T... Starting materials: ClC1=C(CON=C(C(=O)OCC)C(C)=O)C=CC(=C1)Cl (Ethyl 2-(2,4-dichlorobenzyloxyimino)-3-oxobutyrate), S(=O)(=O)(Cl)Cl (sulfuryl chloride). Solvent: C(C)(=O)O (acetic acid). Product: ClCC(C(C(=O)OCC)=NOCC1=C(C=C(C=C1)Cl)Cl)=O (ethyl 4-chloro-2-(2,4-dichlorobenzyloxyimino)-3-oxobutyrate). Yield: 108.4%. Reaction SMILES: [Cl:1][C:2]1[CH:19]=[C:18]([Cl:20])[CH:17]=[CH:16][C:3]=1[CH2:4][O:5][N:6]=[C:7]([C:13](=[O:15])[CH3:14])[C:8]([O:10][CH2:11][CH3:12])=[O:9].S(Cl)([Cl:24])(=O)=O>C(O)(=O)C>[Cl:24][CH2:14][C:13](=[O:15])[C:7](=[N:6][O:5][CH2:4][C:3]1[CH:16]=[CH:17][C:18]([Cl:20])=[CH:19][C:2]=1[Cl:1])[C:8]([O:10][CH2:11][CH3:12])=[O:9]. Procedure details: Ethyl 2-(2,4-dichlorobenzyloxyimino)-3-oxobutyrate (syn isomer, 33.7 g.), sulfuryl chloride (15.7 g.) and acetic acid (35 ml) treated in a similar manner to that of Example A-(2) to give ethyl 4-chloro-2-(2,4-dichlorobenzyloxyimino)-3-oxobutyrate (syn isomer, 40.5 g.). Starting materials: COC1=C(C=CC=C1)S(=O)(=O)OC=1C=C(OCCC=O)C=C(C1)C (3-[3-(2-methoxyphenylsulfonyloxy)-5-methylphenoxy-]-propionaldehyde), NNC(=S)N (thiosemicarbazide). The solvent is C(C)O (ethanol). The product is COC1=C(C=CC=C1)S(=O)(=O)OC=1C=C(OCCC=NNC(=S)N)C=C(C1)C (3-[3-(2-Methoxyphenylsulfonyloxy)-5-methylphenoxy]propionaldehyde thiosemicarbazone), solid. The yield is 86.0%. Reaction SMILES: [CH3:1][O:2][C:3]1[CH:8]=[CH:7][CH:6]=[CH:5][C:4]=1[S:9]([O:12][C:13]1[CH:14]=[C:15]([CH:21]=[C:22]([CH3:24])[CH:23]=1)[O:16][CH2:17][CH2:18][CH:19]=O)(=[O:11])=[O:10].[NH2:25][NH:26][C:27]([NH2:29])=[S:28]>C(O)C>[CH3:1][O:2][C:3]1[CH:8]=[CH:7][CH:6]=[CH:5][C:4]=1[S:9]([O:12][C:13]1[CH:14]=[C:15]([CH:21]=[C:22]([CH3:24])[CH:23]=1)[O:16][CH2:17][CH2:18][CH:19]=[N:25][NH:26][C:27]([NH2:29])=[S:28])(=[O:11])=[O:10]. Procedure details: A mixture of 3-[3-(2-methoxyphenylsulfonyloxy)-5-methylphenoxy-]-propionaldehyde (472.5 mg, 1.35 mmol, as prepared in step d of example 8), thiosemicarbazide (124.5 mg, 1.37 mmol) and ethanol (4.5 mL) was refluxed for 2 hours. The solution was cooled to room temperature and approximately 3 mL ethanol was removed by rotary evaporation. The residual oil in ethanol was heated to 50° C. and the product crystallized. The title compound was isolated by filtration as a white solid (493 mg, 86%). 1H-NMR... Starting materials: P(=O)(Cl)(Cl)Cl (Phosphorus oxychloride), C(CCCCCCCCCCCCCCCCC)N(C1=CC=CC=C1)CCCCCCCCCCCCCCCCCC (N,N-dioctadecylaniline), ice, C(C)(=O)[O-].[Na+] (sodium acetate). Solvent: CN(C=O)C (N,N-dimethylformamide). Reaction conditions: temperature 90 celsius, time 2 hour. The product is C(CCCCCCCCCCCCCCCCC)N(CCCCCCCCCCCCCCCCCC)C1=C(C=O)C=CC=C1 (N,N-dioctadecylaminobenzaldehyde). Yield: 93.0%. Reaction SMILES: P(Cl)(Cl)(Cl)=O.[CH2:6]([N:24]([CH2:31][CH2:32][CH2:33][CH2:34][CH2:35][CH2:36][CH2:37][CH2:38][CH2:39][CH2:40][CH2:41][CH2:42][CH2:43][CH2:44][CH2:45][CH2:46][CH2:47][CH3:48])[C:25]1[CH:30]=[CH:29][CH:28]=[CH:27][CH:26]=1)[CH2:7][CH2:8][CH2:9][CH2:10][CH2:11][CH2:12][CH2:13][CH2:14][CH2:15][CH2:16][CH2:17][CH2:18][CH2:19][CH2:20][CH2:21][CH2:22][CH3:23].[C:49]([O-])(=[O:51])C.[Na+]>CN(C)C=O>[CH2:31]([N:24]([C:25]1[CH:26]=[CH:27][CH:28]=[CH:29][C:30]=1[CH:49]=[O:51])[CH2:6][CH2:7][CH2:8][CH2:9][CH2:10][CH2:11][CH2:12][CH2:13][CH2:14][CH2:15][CH2:16][CH2:17][CH2:18][CH2:19][CH2:20][CH2:21][CH2:22][CH3:23])[CH2:32][CH2:33][CH2:34][CH2:35][CH2:36][CH2:37][CH2:38][CH2:39][CH2:40][CH2:41][CH2:42][CH2:43][CH2:44][CH2:45][CH2:46][CH2:47][CH3:48] |f:2.3|. Procedure details: Phosphorus oxychloride (15.3 g, 0.1 mole) was added dropwise with stirring, at 5° C., under nitrogen, to N,N-dimethylformamide (DMF, 50 mL). The resulting orange solution was stirred for 2 hours, then 42 g (0.08 mole) of N,N-dioctadecylaniline was added all at once. The reaction mixture was heated in a water bath to 90° C., and stirring was continued for 4 hours. The hot solution was poured over 200 g of crushed ice and naturalized to pH 6 by a slow addition of solid sodium acetate with vigorous... Starting materials: Cl (HCl), [C-]#N.[Na+] (NaCN), N1CCCCC1 (piperidine), C=1(C(=CC=CC1)C=O)C (o-tolualdehyde), C(#N)CC(=O)OCC (ethyl cyanoacetate). The solvent is C(C)O (ethanol), O (water), CN(C)C=O (DMF), O.C(C)O (water ethanol), S(=O)(Cl)Cl (thionyl chloride), C(C)O (ethanol). Reaction conditions: temperature 40 celsius, time 1 hour. Product: CC1=CC=CC2=C1C(CC2=O)C(=O)O (4-Methyl-1-indanone-3-carboxylic acid). RXN SMILES: [C:1]1(C)[C:2]([CH:7]=[O:8])=[CH:3][CH:4]=[CH:5][CH:6]=1.[C:10]([CH2:12][C:13]([O:15]CC)=[O:14])#N.N1CCCC[CH2:19]1.[C-]#N.[Na+].Cl>O.S(Cl)(Cl)=O.CN(C=O)C.O.C(O)C.C(O)C>[CH3:19][C:6]1[C:1]2[CH:12]([C:13]([OH:15])=[O:14])[CH2:10][C:7](=[O:8])[C:2]=2[CH:3]=[CH:4][CH:5]=1 |f:3.4,9.10|. Procedure details: To a mixture of o-tolualdehyde (500 g), ethyl cyanoacetate (445 g) and ethanol (500 ml) was added piperidine (16 ml). After azeotrope destillation (200 ml) more ethanol (200 ml) was added, and the mixture was refluxed for 2 hours. The solution was cooled to 40° C., and a solution of NaCN (225 g) in water (300 ml) was added over 20 minutes. The mixture was stirred for one hour and was then left for 16 hours at room temperature. Concentrated HCl (5 l) was added slowly and then water/ethanol was de...